This data is from the Open Reaction Database (ORD), a public repository of structured organic reaction records. The task is: describe an organic reaction: reactants, conditions, products, and yield Starting materials: NC1=NC=C(C(=C1C)C)Br (2-amino-5-bromo-3,4-dimethylpyridine), CB1OB(OB(O1)C)C (trimethylboroxin), Pd(Ph3)4, C(=O)([O-])[O-].[K+].[K+] (K2CO3). Solvent: CN(C)C=O (DMF). Run at temperature 115 celsius. Product: NC1=NC=C(C(=C1C)C)C (2-amino-3,4,5-trimethylpyridine). Reaction SMILES: [NH2:1][C:2]1[C:7]([CH3:8])=[C:6]([CH3:9])[C:5](Br)=[CH:4][N:3]=1.[CH3:11]B1OB(C)OB(C)O1.C([O-])([O-])=O.[K+].[K+]>CN(C=O)C>[NH2:1][C:2]1[C:7]([CH3:8])=[C:6]([CH3:9])[C:5]([CH3:11])=[CH:4][N:3]=1 |f:2.3.4|. Reported procedure: 23.0 g (0.11 mol) of 2-amino-5-bromo-3,4-dimethylpyridine was mixed with 14.1 g (0.11 mol) of trimethylboroxin (TMB), 12.9 g (0.011 mol) of Pd(Ph3)4, 46.0 g (0.33 mol) of K2CO3 and 220 mL of DMF. The reaction mixture was heated under nitrogen at 115° C. for 18 hours. The reaction mixture was purified by silica gel column. The desired product was confirmed by MS.